This data is from the Open Reaction Database (ORD), a public repository of structured organic reaction records. The task is: describe an organic reaction: reactants, conditions, products, and yield Starting materials: ClCSCC1=CC=CC=C1 (benzyl chloromethyl sulfide), C(C)OP(OCC)OCC (triethylphosphite). Conditions: temperature 155 celsius, time 8 hour. Reaction SMILES: Cl[CH2:2][S:3][CH2:4][C:5]1[CH:10]=[CH:9][CH:8]=[CH:7][CH:6]=1.[CH2:11]([O:13][P:14]([O:18]CC)[O:15][CH2:16][CH3:17])[CH3:12]>>[CH2:11]([O:13][P:14]([CH2:2][S:3][CH2:4][C:5]1[CH:10]=[CH:9][CH:8]=[CH:7][CH:6]=1)(=[O:18])[O:15][CH2:16][CH3:17])[CH3:12]. Procedure details: A mixture of benzyl chloromethyl sulfide (20 g., 0.116 mole), prepared according to the method of Bohme, Fischer and Frank [Ann., 563, 54 (1949)], and triethylphosphite (26.9 g., 0.162 mole) was heated with stirring at 155° C. (bath temperature) for 8 hours under a nitrogen atmosphere. The temperature of the oil bath was then raised to 170° C. and the volatile materials removed by distillation under reduced pressure. The residue was chromatographed on silica by eluting with ethyl acetate/benzene... Yields the product C(C)OP(OCC)(=O)CSCC1=CC=CC=C1 (Diethyl(benzylthiomethyl)phosphonate). The reactants are C(C)(=S)O (thioacetic acid), [H-].[Na+] (sodium hydride), CS(=O)(=O)O[C@@H]1C[C@H](N(C1)C(=O)OCC1=CC=C(C=C1)[N+](=O)[O-])C(=O)N1CCN(CC1)CCOC(=O)OCC1=CC=C(C=C1)[N+](=O)[O-] ((2S,4R)-4-methanesulfonyloxy-2-{4-[2-(4-nitrobenzyloxycarbonyl)oxyethyl]-1-piperazinylcarbonyl}-1-(4-nitrobenzyloxycarbonyl)pyrrolidine), [Cl-].[Na+] (sodium chloride). Run in CN(C=O)C (N,N-dimethylformamide), CN(C=O)C (N,N-dimethylformamide). Conditions: time 30 minute. The product is S[C@H]1C[C@H](N(C1)C(=O)OCC1=CC=C(C=C1)[N+](=O)[O-])C(=O)N1CCN(CC1)CCOC(=O)OCC1=CC=C(C=C1)[N+](=O)[O-] ((2S,4S)-4-Mercapto-2-(4-[2-(4-nitrobenzyloxycarbonyl)oxyethyl]-1-piperazinylcarbonyl)-1-(4-nitrobenzyloxycarbonyl)pyrrolidine). As a reaction SMILES: C(O)(=[S:3])C.[H-].[Na+].CS(O[C@H:12]1[CH2:16][N:15]([C:17]([O:19][CH2:20][C:21]2[CH:26]=[CH:25][C:24]([N+:27]([O-:29])=[O:28])=[CH:23][CH:22]=2)=[O:18])[C@H:14]([C:30]([N:32]2[CH2:37][CH2:36][N:35]([CH2:38][CH2:39][O:40][C:41]([O:43][CH2:44][C:45]3[CH:50]=[CH:49][C:48]([N+:51]([O-:53])=[O:52])=[CH:47][CH:46]=3)=[O:42])[CH2:34][CH2:33]2)=[O:31])[CH2:13]1)(=O)=O.[Cl-].[Na+]>CN(C)C=O>[SH:3][C@@H:12]1[CH2:16][N:15]([C:17]([O:19][CH2:20][C:21]2[CH:22]=[CH:23][C:24]([N+:27]([O-:29])=[O:28])=[CH:25][CH:26]=2)=[O:18])[C@H:14]([C:30]([N:32]2[CH2:33][CH2:34][N:35]([CH2:38][CH2:39][O:40][C:41]([O:43][CH2:44][C:45]3[CH:50]=[CH:49][C:48]([N+:51]([O-:53])=[O:52])=[CH:47][CH:46]=3)=[O:42])[CH2:36][CH2:37]2)=[O:31])[CH2:13]1 |f:1.2,4.5|. Reported procedure: 51 μl of thioacetic acid were added, whilst ice-cooling, to a suspension of 26 mg of sodium hydride (as a 55% w/w dispersion in mineral oil) in 1.4 ml of dry N,N-dimethylformamide, and the resulting mixture was stirred at room temperature for 30 minutes. A solution of 340 mg of (2S,4R)-4-methanesulfonyloxy-2-{4-[2-(4-nitrobenzyloxycarbonyl)oxyethyl]-1-piperazinylcarbonyl}-1-(4-nitrobenzyloxycarbonyl)pyrrolidine [prepared as described in step 90(c)(i) above] in 2 ml of dry N,N-dimethylformamide w... Run in C(C)(=O)OCC (ethyl acetate), CO (methanol). Reported procedure: To a solution of 1,1-dimethylethyl (2R,5R)-2-(aminocarbonyl)-5-(4-{[(2-fluorophenyl)methyl]oxy}phenyl)-2-[(methyloxy)methyl]-1-pyrrolidinecarboxylate (D69, 400 mg, 0.87 mmol) in a mixture of ethyl acetate (9 ml) and methanol (1 ml) at 0° C. was added AcCl (400 μl, 5.60 mmol). The mixture was stirred for 2 hours at room temperature. Two further additions of AcCl (400 μl and after 2 h another 400 μl plus additional stirring for 2 h) were required, before the reaction was complete (as shown by HPLC... Reactants: NC(=O)[C@]1(N([C@H](CC1)C1=CC=C(C=C1)OCC1=C(C=CC=C1)F)C(=O)OC(C)(C)C)COC (1,1-Dimethylethyl (2R,5R)-2-(aminocarbonyl)-5-(4-{[(2-fluorophenyl)methyl]oxy}phenyl)-2-[(methyloxy)methyl]-1-pyrrolidinecarboxylate), C(=O)(C)Cl (AcCl), C(=O)(C)Cl (AcCl). Reaction SMILES: [NH2:1][C:2]([C@:4]1([CH2:31][O:32][CH3:33])[CH2:8][CH2:7][C@H:6]([C:9]2[CH:14]=[CH:13][C:12]([O:15][CH2:16][C:17]3[CH:22]=[CH:21][CH:20]=[CH:19][C:18]=3[F:23])=[CH:11][CH:10]=2)[N:5]1C(OC(C)(C)C)=O)=[O:3].C([Cl:37])(C)=O>C(OCC)(=O)C.CO>[ClH:37].[F:23][C:18]1[CH:19]=[CH:20][CH:21]=[CH:22][C:17]=1[CH2:16][O:15][C:12]1[CH:13]=[CH:14][C:9]([C@@H:6]2[NH:5][C@:4]([CH2:31][O:32][CH3:33])([C:2]([NH2:1])=[O:3])[CH2:8][CH2:7]2)=[CH:10][CH:11]=1 |f:4.5|. The yield is 91.4%. Run at time 2 hour. Product: Cl.FC1=C(C=CC=C1)COC1=CC=C(C=C1)[C@H]1CC[C@](N1)(C(=O)N)COC ((5R)-5-(4-{[(2-Fluorophenyl)methyl]oxy}phenyl)-2-[(methyloxy)methyl]-L prolinamide hydrochloride). The reactants are CC1=C(C(=O)C(C(=O)OCC)=COCC)C(=CC(=C1F)F)F (Ethyl 2-(2-methyl-3,4,6-trifluorobenzoyl)-3-ethoxyacrylate), C1(CC1)N (cyclopropylamine). Solvent: C(C)O (ethanol). Run at time 30 minute. Yields the product CC1=C(C(=O)C(C(=O)OCC)=CNC2CC2)C(=CC(=C1F)F)F (ethyl 2-(2-methyl-3,4,6-trifluorobenzoyl)-3-cyclopropylaminoacrylate). RXN SMILES: [CH3:1][C:2]1[C:19]([F:20])=[C:18]([F:21])[CH:17]=[C:16]([F:22])[C:3]=1[C:4]([C:6](=[CH:12]OCC)[C:7]([O:9][CH2:10][CH3:11])=[O:8])=[O:5].[CH:23]1([NH2:26])[CH2:25][CH2:24]1>C(O)C>[CH3:1][C:2]1[C:19]([F:20])=[C:18]([F:21])[CH:17]=[C:16]([F:22])[C:3]=1[C:4]([C:6](=[CH:12][NH:26][CH:23]1[CH2:25][CH2:24]1)[C:7]([O:9][CH2:10][CH3:11])=[O:8])=[O:5]. Procedure: Ethyl 2-(2-methyl-3,4,6-trifluorobenzoyl)-3-ethoxyacrylate (3.5 g) is dissolved in ethanol (25 ml) and thereto cyclopropylamine (0.84 ml) is added dropwise under ice-cooling. After stirring at room temperature for 30 minutes, the mixture is concentrated and the residue is purified with column chromatography (silica-gel, dichloromethane: n-hexane =1: 1) to give ethyl 2-(2-methyl-3,4,6-trifluorobenzoyl)-3-cyclopropylaminoacrylate (2.7 g). Starting materials: CC(=O)O, CCOC(=O)C(C)c1ccc2[nH]c(=S)sc2c1, C1CCOC1, [Na+], [OH-], O. Yields the product CC(C(=O)O)c1ccc2[nH]c(=S)sc2c1. Reaction SMILES: [C:20]([OH:21])(=[O:22])[CH3:23].[CH2:1]([CH3:2])[O:3][C:4]([CH:5]([CH3:6])[c:7]1[cH:8][c:9]2[c:10]([nH:11][c:12](=[S:14])[s:13]2)[cH:15][cH:16]1)=[O:17].[CH2:24]1[O:25][CH2:26][CH2:27][CH2:28]1.[Na+:19].[OH-:18].[OH2:29]>>[O:3]=[C:4]([CH:5]([CH3:6])[c:7]1[cH:8][c:9]2[c:10]([nH:11][c:12](=[S:14])[s:13]2)[cH:15][cH:16]1)[OH:17]. Reactants: CCO, COc1ccc([N+](=O)[O-])c(-n2cccn2)c1. Product: COc1ccc(N)c(-n2cccn2)c1. Reaction SMILES: [CH3:17][CH2:18][OH:19].[CH3:1][O:2][c:3]1[cH:4][cH:5][c:6]([N+:14]([O-:15])=[O:16])[c:7](-[n:9]2[n:10][cH:11][cH:12][cH:13]2)[cH:8]1>>[CH3:1][O:2][c:3]1[cH:4][cH:5][c:6]([NH2:14])[c:7](-[n:9]2[n:10][cH:11][cH:12][cH:13]2)[cH:8]1. Starting materials: ( g ), NC1=CC=C(C=C1)NS(=O)(=O)C1=CC=C(C=C1)C (N-(4-aminophenyl)-4-methylbenzene-1-sulfonamide), [Si](C)(C)(C)N=[N+]=[N-] (TMSN3). The solvent is CC#N (CH3CN). Run at temperature 0 celsius, time 2 hour. The product is N(=[N+]=[N-])C1=CC=C(C=C1)NS(=O)(=O)C1=CC=C(C=C1)C (N-(4-Azidophenyl)-4-methylbenzene-1-sulfonamide). Isolated yield 92.9%. RXN SMILES: [NH2:1][C:2]1[CH:7]=[CH:6][C:5]([NH:8][S:9]([C:12]2[CH:17]=[CH:16][C:15]([CH3:18])=[CH:14][CH:13]=2)(=[O:11])=[O:10])=[CH:4][CH:3]=1.[Si]([N:23]=[N+:24]=[N-])(C)(C)C>CC#N>[N:1]([C:2]1[CH:3]=[CH:4][C:5]([NH:8][S:9]([C:12]2[CH:17]=[CH:16][C:15]([CH3:18])=[CH:14][CH:13]=2)(=[O:11])=[O:10])=[CH:6][CH:7]=1)=[N+:23]=[N-:24]. Procedure details: Following the procedure of Moses and coworkers (K. Barral, A. D. Moorhouse, J. E. Moses, Org. Lett. 2007, 9, 1809-1811). N-(4-aminophenyl)-4-methylbenzene-1-sulfonamide (1.00 g, 3.81 mmol) was dissolved in anhydrous CH3CN (6 mL), and the resulting solution was placed under Ar(g) and cooled to 0° C. To this was added t-BuONO (0.68 mL, 5.71 mmol) followed by TMSN3 (0.60 mL, 4.57 mmol) dropwise. The resulting solution was allowed to warm to room temperature and stirred for 2 h. The resulting mixtur...